Dataset: the Open Reaction Database (ORD), a public repository of structured organic reaction records. Task: describe an organic reaction: reactants, conditions, products, and yield Reactants: C1N2CN3CN1CN(C2)C3 (hexamethylene tetramine), C1(=CC=CC=C1)CCCCCCCCC (1-phenyl-n-nonane), FC(C(=O)O)(F)F (trifluoroacetic acid). Run at temperature 25 celsius, time 18 hour. Yields the product C(CCCCCCCC)C1=CC=C(C=O)C=C1 (4-(n-nonyl)benzaldehyde). Isolated yield 57.0%. Reaction SMILES: C1N2CN3CN(C2)CN1C3.[C:11]1([CH2:17][CH2:18][CH2:19][CH2:20][CH2:21][CH2:22][CH2:23][CH2:24][CH3:25])[CH:16]=[CH:15][CH:14]=[CH:13][CH:12]=1.FC(F)(F)[C:28](O)=[O:29]>>[CH2:17]([C:11]1[CH:16]=[CH:15][C:14]([CH:28]=[O:29])=[CH:13][CH:12]=1)[CH2:18][CH2:19][CH2:20][CH2:21][CH2:22][CH2:23][CH2:24][CH3:25]. Reported procedure: Oxidative Formylation--Allow a two-phase mixture of trifluoroacetic acid (150 mL) and hexamethylene tetramine (14.0 g, 0.100 mol), and 1-phenyl-n-nonane (20.4 g, 0.100 mol) to stand 18 hrs. at 25° C., and then reflux for 22 hrs. Concentrate the homogenous reaction mixture and pour the residue over ice and H2O (total of 600 mL). Add diethyl ether (200 mL) and stir the mixture vigorously for 30 min. Raise the pH of the mixture to pH 8 with solid Na2CO3, and add diethyl ether (200 mL). Shake the la... Reactants: BrC1=CC(=C(C(=C1)F)C(=O)N1CCN(CC1)C1=NC=C(C=C1C)C)F ((4-bromo-2,6-difluorophenyl)[4-(3,5-dimethylpyridin-2-yl)piperazin-1-yl]methanone), S1(NCCCC1)(=O)=O ([1,2]thiazinane 1,1-dioxide). The product is CC=1C(=NC=C(C1)C)N1CCN(CC1)C(=O)C1=C(C=C(C=C1F)N1S(CCCC1)(=O)=O)F ([4-(3,5-dimethylpyridin-2-yl)piperazin-1-yl][4-(1,1-dioxo-1λ6-[1,2] thiazinan-2-yl)-2,6-difluorophenyl]methanone). Isolated yield 87.5%. RXN SMILES: Br[C:2]1[CH:7]=[C:6]([F:8])[C:5]([C:9]([N:11]2[CH2:16][CH2:15][N:14]([C:17]3[C:22]([CH3:23])=[CH:21][C:20]([CH3:24])=[CH:19][N:18]=3)[CH2:13][CH2:12]2)=[O:10])=[C:4]([F:25])[CH:3]=1.[S:26]1(=[O:33])(=[O:32])[CH2:31][CH2:30][CH2:29][CH2:28][NH:27]1>>[CH3:23][C:22]1[C:17]([N:14]2[CH2:15][CH2:16][N:11]([C:9]([C:5]3[C:6]([F:8])=[CH:7][C:2]([N:27]4[CH2:28][CH2:29][CH2:30][CH2:31][S:26]4(=[O:33])=[O:32])=[CH:3][C:4]=3[F:25])=[O:10])[CH2:12][CH2:13]2)=[N:18][CH:19]=[C:20]([CH3:24])[CH:21]=1. Procedure: Using (4-bromo-2,6-difluorophenyl)[4-(3,5-dimethylpyridin-2-yl)piperazin-1-yl]methanone (429 mg) described in Preparation Example 111 and [1,2]thiazinane 1,1-dioxide (176 mg) and by the reaction and treatment in the same manner as in Example 262, the title compound (425 mg) was obtained. The reactants are ClC1=CC=C(C(=O)Cl)C=C1 (4-chlorobenzoyl chloride), alcohol, Compound 26, compound 1, [Si](C)(C)(C(C)(C)C)O[Si](C)(C)C(C)(C)C (t-butyldimethylsilyl ether), ClC=1C=C(CO)C=C(C1)Cl (3,5-dichlorobenzyl alcohol), C(CCC)[Li] (n-butyllithium). Product: [Si](C)(C)(C(C)(C)C)OCC=1C(=C(C(=O)C2=CC=C(C=C2)Cl)C(=CC1)Cl)Cl (t-butyldimethylsilyloxymethyl-2,4',6-trichlorobenzophenone). Reaction SMILES: [Cl:1][C:2]1C=C(C=[C:8]([Cl:10])[CH:9]=1)CO.[Si]([O:18][Si:19]([C:22]([CH3:25])([CH3:24])[CH3:23])([CH3:21])[CH3:20])(C(C)(C)C)(C)C.[CH2:26]([Li])[CH2:27][CH2:28][CH3:29].[Cl:31][C:32]1[CH:40]=[CH:39][C:35]([C:36](Cl)=[O:37])=[CH:34][CH:33]=1>>[Si:19]([O:18][CH2:29][C:28]1[C:8]([Cl:10])=[C:9]([C:2]([Cl:1])=[CH:26][CH:27]=1)[C:36]([C:35]1[CH:39]=[CH:40][C:32]([Cl:31])=[CH:33][CH:34]=1)=[O:37])([C:22]([CH3:23])([CH3:24])[CH3:25])([CH3:20])[CH3:21]. Procedure details: Compound 26, an intermediate in the preparation of compound 1, can be prepared in several steps beginning with 3,5-dichlorobenzyl alcohol. The alcohol is protected as a t-butyldimethylsilyl ether, then treated with n-butyllithium followed by 4-chlorobenzoyl chloride to produce 4-(t-butyldimethylsilyloxymethyl-2,4',6-trichlorobenzophenone. Removal of the silyl protecting group provides compound 26. Reactants: CC1(C)OC(=O)c2cc(N(Cc3ccc(C#Cc4ccc(Cl)cc4)cc3)C(=O)CCC3CCCC3)ccc2O1, [Na+], [OH-]. The product is O=C(O)c1cc(N(Cc2ccc(C#Cc3ccc(Cl)cc3)cc2)C(=O)CCC2CCCC2)ccc1O. Reaction SMILES: [Cl:1][c:2]1[cH:3][cH:4][c:5]([C:8]#[C:9][c:10]2[cH:11][cH:12][c:13]([CH2:14][N:15]([C:16]([CH2:17][CH2:18][CH:19]3[CH2:20][CH2:21][CH2:22][CH2:23]3)=[O:24])[c:25]3[cH:26][c:27]4[c:28]([cH:36][cH:37]3)[O:29][C:30]([CH3:34])([CH3:35])[O:31][C:32]4=[O:33])[cH:38][cH:39]2)[cH:6][cH:7]1.[Na+:41].[OH-:40]>>[Cl:1][c:2]1[cH:3][cH:4][c:5]([C:8]#[C:9][c:10]2[cH:11][cH:12][c:13]([CH2:14][N:15]([C:16]([CH2:17][CH2:18][CH:19]3[CH2:20][CH2:21][CH2:22][CH2:23]3)=[O:24])[c:25]3[cH:26][c:27]([C:32](=[O:31])[OH:33])[c:28]([OH:29])[cH:36][cH:37]3)[cH:38][cH:39]2)[cH:6][cH:7]1. RXN SMILES: Cl[C:2]1[N:6]([CH2:7][C:8]([O:10]C(C)C)=O)[C:5]2[C:14]([CH:19]([CH2:22][CH3:23])[CH2:20][CH3:21])=[CH:15][CH:16]=[C:17]([Cl:18])[C:4]=2[N:3]=1.[CH3:24][N:25]([CH3:34])[C:26]1[CH:31]=[C:30]([CH3:32])[C:29]([NH2:33])=[CH:28][N:27]=1.O.C1(C)C=CC(S(O)(=O)=O)=CC=1.C1(C)C(C)=CC=CC=1>O>[Cl:18][C:17]1[C:4]2[N:3]=[C:2]3[N:33]([C:29]4[CH:28]=[N:27][C:26]([N:25]([CH3:24])[CH3:34])=[CH:31][C:30]=4[CH3:32])[C:8](=[O:10])[CH2:7][N:6]3[C:5]=2[C:14]([CH:19]([CH2:20][CH3:21])[CH2:22][CH3:23])=[CH:15][CH:16]=1 |f:2.3|. The reactants are ClC1=NC2=C(N1CC(=O)OC(C)C)C(=CC=C2Cl)C(CC)CC (Isopropyl [2,4-dichloro-7-(1-ethylpropyl)-1H-benzimidazol-1-yl]acetate), CN(C1=NC=C(C(=C1)C)N)C (N2,N2,4-trimethylpyridine-2,5-diamine), O.C1(=CC=C(C=C1)S(=O)(=O)O)C (p-toluenesulfonic acid monohydrate), C=1(C(=CC=CC1)C)C (xylene). Product: ClC1=CC=C(C=2N3C(=NC21)N(C(C3)=O)C=3C=NC(=CC3C)N(C)C)C(CC)CC (8-Chloro-1-[6-(dimethylamino)-4-methylpyridin-3-yl]-5-(1-ethylpropyl)-1H-imidazo[1,2-a]benzimidazol-2(3H)-one). Solvent: O (water). Reaction conditions: temperature 150 celsius, time 3 day. Reported procedure: A mixture of isopropyl [2,4-dichloro-7-(1-ethylpropyl)-1H-benzimidazol-1-yl]acetate (Reference Example 10; 1.62 g, 4.53 mmol), N2,N2,4-trimethylpyridine-2,5-diamine (2.06 g, 4.85 mmol), p-toluenesulfonic acid monohydrate (922.9 mg, 4.85 mmol) and xylene (8.0 mL) was stirred at 150° C. for 3 days. After cooling, the reaction mixture was diluted with water and the resulting precipitate was removed by filtration. The filtrate was extracted with ethyl acetate (×3). The combined organic layer was was... Reactants: C(C)(C)(C)OC(=O)N1CCC(CC1)NC1CCNCC1 (4-(piperidin-4-ylamino)-piperidine-1-carboxylic acid tert-butyl ester), C(C)(C)(C)OC(=O)N1CCC(CC1)N(CCN(C)C)CC1CN(CC1)C(=O)OCC1=CC=CC=C1 (4-[(1-benzyloxycarbonyl-pyrrolidin-3-ylmethyl)-(2-dimethylamino-ethyl)-amino]-piperidine-1-carboxylic acid tert-butyl ester). The product is C(C)(C)(C)OC(=O)N1CCC(CC1)N(CC1CNCC1)CCN(C)C (4-[(2-Dimethylamino-ethyl)-pyrrolidin-3-ylmethyl-amino]-piperidine-1-carboxylic acid tert-butyl ester). As a reaction SMILES: C(OC(N1CCC(NC2CCNCC2)CC1)=O)(C)(C)C.[C:21]([O:25][C:26]([N:28]1[CH2:33][CH2:32][CH:31]([N:34]([CH2:40][CH:41]2[CH2:45][CH2:44][N:43](C(OCC3C=CC=CC=3)=O)[CH2:42]2)[CH2:35][CH2:36][N:37]([CH3:39])[CH3:38])[CH2:30][CH2:29]1)=[O:27])([CH3:24])([CH3:23])[CH3:22]>>[C:21]([O:25][C:26]([N:28]1[CH2:29][CH2:30][CH:31]([N:34]([CH2:35][CH2:36][N:37]([CH3:39])[CH3:38])[CH2:40][CH:41]2[CH2:45][CH2:44][NH:43][CH2:42]2)[CH2:32][CH2:33]1)=[O:27])([CH3:24])([CH3:23])[CH3:22]. Procedure details: The title compound was prepared by using the same procedure as described for the preparation of 4-(piperidin-4-ylamino)-piperidine-1-carboxylic acid tert-butyl ester in Example 4, Step 1 except 4-[(1-benzyloxycarbonyl-pyrrolidin-3-ylmethyl)-(2-dimethylamino-ethyl)-amino]-piperidine-1-carboxylic acid tert-butyl ester was used in place of 4-(1-benzyl-piperidin-4-ylamino)-piperidine-1-carboxylic acid tert-butyl ester. The title compound was obtained as light brown syrup. ESI MS m/z 355 (M+H+); 1H N... The reactants are CC(C)(C)[Si](Cl)(c1ccccc1)c1ccccc1, CN(C)c1ccncc1, OCC(O)c1ccc(OCc2ccc(Cl)c(Cl)c2)cc1, CN(C)C=O, c1c[nH]cn1. The product is CC(C)(C)[Si](OCC(O)c1ccc(OCc2ccc(Cl)c(Cl)c2)cc1)(c1ccccc1)c1ccccc1. RXN SMILES: [C:26]([CH3:27])([CH3:28])([CH3:29])[Si:30]([Cl:31])([c:32]1[cH:33][cH:34][cH:35][cH:36][cH:37]1)[c:38]1[cH:39][cH:40][cH:41][cH:42][cH:43]1.[CH3:44][N:45]([c:46]1[cH:47][cH:48][n:49][cH:50][cH:51]1)[CH3:52].[Cl:1][c:2]1[cH:3][c:4]([CH2:5][O:6][c:7]2[cH:8][cH:9][c:10]([CH:13]([CH2:14][OH:15])[OH:16])[cH:11][cH:12]2)[cH:17][cH:18][c:19]1[Cl:20].[O:53]=[CH:54][N:55]([CH3:56])[CH3:57].[nH:21]1[cH:22][cH:23][n:24][cH:25]1>>[Cl:1][c:2]1[cH:3][c:4]([CH2:5][O:6][c:7]2[cH:8][cH:9][c:10]([CH:13]([CH2:14][O:15][Si:30]([C:26]([CH3:27])([CH3:28])[CH3:29])([c:32]3[cH:33][cH:34][cH:35][cH:36][cH:37]3)[c:38]3[cH:39][cH:40][cH:41][cH:42][cH:43]3)[OH:16])[cH:11][cH:12]2)[cH:17][cH:18][c:19]1[Cl:20]. Reactants: [Cl-].[NH4+] (ammonium chloride), FC1=C(C=C(C=C1)[N+](=O)[O-])[C@@]12CO[C@H](C[C@H]2CSC(=N1)NC(OC(C)(C)C)=O)CO (tert-butyl [(4aR,6R,8aS)-8a-(2-fluoro-5-nitrophenyl)-6-hydroxymethyl-4,4a,5,6,8,8a-hexahydro-7-oxa-3-thia-1-azanaphthalen-2-yl]carbamate). The reagents and catalysts are [Fe] (Iron). Solvent: C(C)O (ethanol). Yields the product NC=1C=CC(=C(C1)[C@@]12CO[C@H](C[C@H]2CSC(=N1)NC(OC(C)(C)C)=O)CO)F (tert-butyl [(4aR,6R,8aS)-8a-(5-amino-2-fluorophenyl)-6-hydroxymethyl-4,4a,5,6,8,8a-hexahydro-7-oxa-3-thia-1-azanaphthalen-2-yl]carbamate). Yield: 59.9%. Reaction SMILES: [Cl-].[NH4+].[F:3][C:4]1[CH:9]=[CH:8][C:7]([N+:10]([O-])=O)=[CH:6][C:5]=1[C@@:13]12[N:22]=[C:21]([NH:23][C:24](=[O:30])[O:25][C:26]([CH3:29])([CH3:28])[CH3:27])[S:20][CH2:19][C@@H:18]1[CH2:17][C@H:16]([CH2:31][OH:32])[O:15][CH2:14]2>C(O)C.[Fe]>[NH2:10][C:7]1[CH:8]=[CH:9][C:4]([F:3])=[C:5]([C@@:13]23[N:22]=[C:21]([NH:23][C:24](=[O:30])[O:25][C:26]([CH3:28])([CH3:29])[CH3:27])[S:20][CH2:19][C@@H:18]2[CH2:17][C@H:16]([CH2:31][OH:32])[O:15][CH2:14]3)[CH:6]=1 |f:0.1|. Procedure: Iron powder (121 mg) and a saturated ammonium chloride solution (1 ml) were added to a solution of tert-butyl [(4aR,6R,8aS)-8a-(2-fluoro-5-nitrophenyl)-6-hydroxymethyl-4,4a,5,6,8,8a-hexahydro-7-oxa-3-thia-1-azanaphthalen-2-yl]carbamate (120 mg) in ethanol (20 ml). The reaction solution was heated under reflux for 40 minutes and then cooled to room temperature. The insoluble matter was filtered off through celite, and the filtrate was evaporated under reduced pressure. The residue was purified by... Reactants: C1=CC=CC=2C3=CC=CC=C3C(C12)COC(=O)N[C@@H](C(=O)N(C1=CC=C(C=C1)C1=C(C=CC=C1)[N+](=O)[O-])C)CCC1=CC=CC=C1 ((R)-α-[N-(9-Fluorenylmethoxycarbonyl)amino]-N-methyl-N-[(2'-nitro)[1,1'-biphenyl]-4-yl]-benzenebutanamide), NCC1CCNCC1 (4-(aminomethyl)piperidine). Run in C(Cl)Cl (methylene chloride). Product: N[C@@H](C(=O)N(C1=CC=C(C=C1)C1=C(C=CC=C1)[N+](=O)[O-])C)CCC1=CC=CC=C1 ((R)-α-Amino-N-methyl-N-[(2'-nitro)[1,1'-biphenyl]-4-yl]-benzenebutanamide). RXN SMILES: C1C2C(COC([NH:18][C@H:19]([CH2:39][CH2:40][C:41]3[CH:46]=[CH:45][CH:44]=[CH:43][CH:42]=3)[C:20]([N:22]([CH3:38])[C:23]3[CH:28]=[CH:27][C:26]([C:29]4[CH:34]=[CH:33][CH:32]=[CH:31][C:30]=4[N+:35]([O-:37])=[O:36])=[CH:25][CH:24]=3)=[O:21])=O)C3C(=CC=CC=3)C=2C=CC=1.NCC1CCNCC1>C(Cl)Cl>[NH2:18][C@H:19]([CH2:39][CH2:40][C:41]1[CH:42]=[CH:43][CH:44]=[CH:45][CH:46]=1)[C:20]([N:22]([CH3:38])[C:23]1[CH:28]=[CH:27][C:26]([C:29]2[CH:34]=[CH:33][CH:32]=[CH:31][C:30]=2[N+:35]([O-:37])=[O:36])=[CH:25][CH:24]=1)=[O:21]. Procedure: The FMOC amide from Step F (1.15 g; 1.88 mmol) was dissolved in methylene chloride (10 ml) and 4-(aminomethyl)piperidine (1 ml) added. The reaction mixture was stirred at room temperature. The reaction mixture was stirred for 15 minutes and then quenched by adding water. The methylene chloride phase was separated, dried over ahnydrous potassium carbonate powder, filtered and evaprated under reduced pressure to afford an orange-yellow oil. The oil was chromatographed on silica gel using an eluant... Reactants: OC(Cc1cccnc1Br)c1cccc(Cl)c1, ClCCl, O=[Cr](=O)([O-])Cl, c1cc[nH+]cc1. The product is O=C(Cc1cccnc1Br)c1cccc(Cl)c1. As a reaction SMILES: [Br:12][c:13]1[n:14][cH:15][cH:16][cH:17][c:18]1[CH2:19][CH:20]([OH:21])[c:22]1[cH:23][c:24]([Cl:28])[cH:25][cH:26][cH:27]1.[Cl:29][CH2:30][Cl:31].[O:1]=[Cr:2]([Cl:3])([O-:4])=[O:5].[nH+:6]1[cH:7][cH:8][cH:9][cH:10][cH:11]1>>[Br:12][c:13]1[n:14][cH:15][cH:16][cH:17][c:18]1[CH2:19][C:20](=[O:21])[c:22]1[cH:23][c:24]([Cl:28])[cH:25][cH:26][cH:27]1.